This data is from the Open Reaction Database (ORD), a public repository of structured organic reaction records. The task is: describe an organic reaction: reactants, conditions, products, and yield The reactants are N1CCCCC1 (Piperidine), OC1=CC=C(C(=O)O)C=C1 (4-hydroxybenzoic acid). The solvent is C(C)O (ethanol). The product is OC1=CC=C(C(=O)[O-])C=C1.[NH2+]1CCCCC1 (piperidinium 4-hydroxybenzoate). As a reaction SMILES: [NH:1]1[CH2:6][CH2:5][CH2:4][CH2:3][CH2:2]1.[OH:7][C:8]1[CH:16]=[CH:15][C:11]([C:12]([OH:14])=[O:13])=[CH:10][CH:9]=1>C(O)C>[OH:7][C:8]1[CH:16]=[CH:15][C:11]([C:12]([O-:14])=[O:13])=[CH:10][CH:9]=1.[NH2+:1]1[CH2:6][CH2:5][CH2:4][CH2:3][CH2:2]1 |f:3.4|. Procedure details: Piperidine (0.85 g; 10 mmol) was added dropwise to a solution of 4-hydroxybenzoic acid (1.38 g; 10 mmol) in ethanol (10 cm3). The resulted in the precipitation of a white solid. The product was collected by filtration and recrystallized from water to produce translucent, colourless crystals. Found: C, 64.6%; H, 7.6%; N, 6.2%. Calculated for C12H17NO3 ; C, 64.55%; H, 7.69%; N, 6.24%. M.pt. 197°-199° C. The reactants are NC1=C(C=CC(=C1)[N+](=O)[O-])O (2-amino-4-nitrophenol), ClCCC(=O)OCC (ethyl 3-chloropropionate), polyphosphoric acid, C(O)([O-])=O.[Na+] (sodium hydrogen carbonate). Reaction conditions: temperature 170 celsius, time 2 hour. The product is [N+](=O)([O-])C=1C=CC2=C(N=C(O2)C=C)C1 (5-nitro-2-vinylbenzoxazole). Reaction SMILES: [NH2:1][C:2]1[CH:7]=[C:6]([N+:8]([O-:10])=[O:9])[CH:5]=[CH:4][C:3]=1[OH:11].Cl[CH2:13][CH2:14][C:15](OCC)=O.C(=O)([O-])O.[Na+]>>[N+:8]([C:6]1[CH:5]=[CH:4][C:3]2[O:11][C:15]([CH:14]=[CH2:13])=[N:1][C:2]=2[CH:7]=1)([O-:10])=[O:9] |f:2.3|. Procedure details: A reaction mixture of 1.54 g (10 mmol) of 2-amino-4-nitrophenol, 1.36 g (10 mmol) of ethyl 3-chloropropionate and 20 g polyphosphoric acid is stirred for 2 hours at 170° C. Then the mixture is neutralized by the addition of saturated sodium hydrogen carbonate solution at ambient temperature. The aqueous phase is extracted with dichloromethane. The organic phase is dried over sodium sulfate. The purification is carried out by column chromatography on silica gel (eluant: dichloromethane/ethanol (2... The reactants are O.[PH2](=O)[O-].[Na+] (Sodium hypophosphite monohydrate), C(#N)[BH3-].[Na+] (sodium cyanoborohydride), C(=O)(O)[O-].[Na+] (NaHCO3), CNC (dimethylamine), C(C)(C)(C)OC(CC1=C(C=C2C=CC(=CN12)C#N)C)=O ((6-Cyano-2-methyl-indolizin-3-yl)-acetic acid tert-butyl ester). Reagents/catalysts: [Ni] (Raney nickel). Solvent: CO (MeOH), C(C)(=O)O (acetic acid), O (water), O (water), N1=CC=CC=C1 (pyridine), C(C)(=O)O (acetic acid). Conditions: temperature 75 celsius, time 18 hour. Yields the product C(C)(C)(C)OC(CC1=C(C=C2C=CC(=CN12)CN(C)C)C)=O ((6-Dimethylaminomethyl-2-methyl-indolizin-3-yl)-acetic acid tert-butyl ester). Yield: 22.9%. RXN SMILES: [C:1]([O:5][C:6](=[O:20])[CH2:7][C:8]1[N:16]2[C:11]([CH:12]=[CH:13][C:14]([C:17]#N)=[CH:15]2)=[CH:10][C:9]=1[CH3:19])([CH3:4])([CH3:3])[CH3:2].O.[PH2]([O-])=O.[Na+].[CH3:26]NC.[C:29]([BH3-])#[N:30].[Na+].C([O-])(O)=O.[Na+]>O.N1C=CC=CC=1.C(O)(=O)C.[Ni].CO>[C:1]([O:5][C:6](=[O:20])[CH2:7][C:8]1[N:16]2[C:11]([CH:12]=[CH:13][C:14]([CH2:17][N:30]([CH3:29])[CH3:26])=[CH:15]2)=[CH:10][C:9]=1[CH3:19])([CH3:4])([CH3:3])[CH3:2] |f:1.2.3,5.6,7.8|. Procedure: (6-Cyano-2-methyl-indolizin-3-yl)-acetic acid tert-butyl ester (500 mg, 1.76 mmol) is dissolved in a mixture of water (5.0 ml), pyridine (10 ml) and glacial acetic acid (5.0 ml). Sodium hypophosphite monohydrate (1.51 g, 14.1 mmol, 8 equiv) and Raney nickel (approx. 210 mg) are added at room temperature. The reaction mixture is heated to 75° C. for 1 h, cooled to room temperature, filtered through Celite and concentrated in vacuo. The residue is taken up in THF (5.0 ml) and treated with dimethyl... The reactants are O=C([O-])[O-], CO, CC(C)OC(=O)C1CCCn2c(C(=O)c3ccc(F)cc3)ccc21, [K+], [K+], O. Product: O=C(c1ccc(F)cc1)c1ccc2n1CCCC2C(=O)O. As a reaction SMILES: [C:27](=[O:28])([O-:29])[O-:30].[CH3:25][OH:26].[F:1][c:2]1[cH:3][cH:4][c:5]([C:6](=[O:7])[c:8]2[cH:9][cH:10][c:11]3[n:12]2[CH2:13][CH2:14][CH2:15][CH:16]3[C:17](=[O:18])[O:19][CH:20]([CH3:21])[CH3:22])[cH:23][cH:24]1.[K+:31].[K+:32].[OH2:33]>>[F:1][c:2]1[cH:3][cH:4][c:5]([C:6](=[O:7])[c:8]2[cH:9][cH:10][c:11]3[n:12]2[CH2:13][CH2:14][CH2:15][CH:16]3[C:17](=[O:18])[OH:19])[cH:23][cH:24]1. The reactants are COC(C)(C)C (MTB), C(C(C)(C)C)(=O)O[C@@H]1C(O)O[C@@H]([C@H]([C@@H]1OC(C(C)(C)C)=O)OC(C(C)(C)C)=O)COC(C(C)(C)C)=O (2,3,4,6-tetra-O-pivaloyl-mannopyranose), C(C1=CC=CC=C1)OC(CCCCCBr)=O (6-bromohexanoic acid benzyl ester), fine-powder, [OH-].[K+] (potassium hydroxide). Reagents/catalysts: [Cl-].C[N+](C)(C)C (tetramethylammonium chloride). The solvent is COCCOCCOC (diethylene glycol dimethyl ether). Reaction conditions: temperature 10 celsius. Yields the product C(C(C)(C)C)(=O)O[C@@H]1C(OCCCCCC(=O)O)O[C@@H]([C@H]([C@@H]1OC(C(C)(C)C)=O)OC(C(C)(C)C)=O)COC(C(C)(C)C)=O (2,3,4,6-Tetra-O-pivaloyl-1-O-(5-carboxypentyl)-mannopyranose). Reaction SMILES: [C:1]([O:7][C@H:8]1[C@@H:14]([O:15][C:16](=[O:21])[C:17]([CH3:20])([CH3:19])[CH3:18])[C@H:13]([O:22][C:23](=[O:28])[C:24]([CH3:27])([CH3:26])[CH3:25])[C@@H:12]([CH2:29][O:30][C:31](=[O:36])[C:32]([CH3:35])([CH3:34])[CH3:33])[O:11][CH:9]1[OH:10])(=[O:6])[C:2]([CH3:5])([CH3:4])[CH3:3].[OH-].[K+].C([O:46][C:47](=[O:54])[CH2:48][CH2:49][CH2:50][CH2:51][CH2:52]Br)C1C=CC=CC=1.COC(C)(C)C>[Cl-].C[N+](C)(C)C.COCCOCCOC>[C:1]([O:7][C@H:8]1[C@@H:14]([O:15][C:16](=[O:21])[C:17]([CH3:18])([CH3:20])[CH3:19])[C@H:13]([O:22][C:23](=[O:28])[C:24]([CH3:27])([CH3:26])[CH3:25])[C@@H:12]([CH2:29][O:30][C:31](=[O:36])[C:32]([CH3:35])([CH3:34])[CH3:33])[O:11][CH:9]1[O:10][CH2:52][CH2:51][CH2:50][CH2:49][CH2:48][C:47]([OH:54])=[O:46])(=[O:6])[C:2]([CH3:5])([CH3:4])[CH3:3] |f:1.2,5.6|. Procedure details: A mixture that consists of 51.66 g (100 mmol) of 2,3,4,6-tetra-O-pivaloyl-mannopyranose, 0.55 g (5 mmol) of tetramethylammonium chloride and 82.93 g (600 mmol) of fine-powder potassium hydroxide in 350 ml of diethylene glycol dimethyl ether is cooled to 10° C. At 10° C., 35.7 g (150 mmol) of 6-bromohexanoic acid benzyl ester is added in drops within 10 minutes while being stirred vigorously. It is stirred for two hours at 10° C. 250 ml of MTB (methyl-tert-butyl ether) is added, solid is filtered...